From a dataset of the Open Reaction Database (ORD), a public repository of structured organic reaction records. describe an organic reaction: reactants, conditions, products, and yield Reactants: C1(=CC=CC=C1)O (Phenol), O.O.C(C(=O)O)(=O)O (oxalic acid dihydrate), C(C)(C)(CC(C)(C)C)C1=CC=C(C=C1)O (p-tert-octylphenol), C1(=CC=CC=C1)O (phenol). Reaction conditions: temperature 160 celsius. The product is C(C)(C)(CC(C)(C)C)C1=CC=C(C=C1)O.C1(=CC=CC=C1)O.C=O (p-tert-octylphenol phenol formaldehyde). RXN SMILES: [C:1]1([OH:7])[CH:6]=[CH:5][CH:4]=[CH:3][CH:2]=1.O.O.C(O)(=O)[C:11](O)=[O:12].[C:16]([C:24]1[CH:29]=[CH:28][C:27]([OH:30])=[CH:26][CH:25]=1)([CH2:19][C:20]([CH3:23])([CH3:22])[CH3:21])([CH3:18])[CH3:17]>>[C:16]([C:24]1[CH:25]=[CH:26][C:27]([OH:30])=[CH:28][CH:29]=1)([CH2:19][C:20]([CH3:23])([CH3:22])[CH3:21])([CH3:17])[CH3:18].[C:1]1([OH:7])[CH:6]=[CH:5][CH:4]=[CH:3][CH:2]=1.[CH2:11]=[O:12] |f:1.2.3,5.6.7|. Procedure details: Phenol (141 g; 1.5 moles) and 2.5 g of oxalic acid dihydrate were added to the resol layer, and the mixture was heated to perform co-condensation reaction of the p-tert-octylphenol resol with phenol. While distilling off the resulting water and volatile matter under atmospheric pressure and then under reduced pressure, the reaction mixture was heated to 160° C. to give 358 g of a pale yellow p-tert-octylphenol/phenol/formaldehyde co-condensate having a softening point of 85° C. The reactants are ClC(Cl)Cl, O, Cc1ccc(-c2ccc3c(c2)C=C(C(=O)Nc2ccc(CO)cc2)CCC3)cc1, O=S(Cl)Cl, c1ccncc1. Product: Cc1ccc(-c2ccc3c(c2)C=C(C(=O)Nc2ccc(CCl)cc2)CCC3)cc1. RXN SMILES: [CH:41]([Cl:42])([Cl:43])[Cl:44].[OH2:40].[OH:1][CH2:2][c:3]1[cH:4][cH:5][c:6]([NH:9][C:10](=[O:11])[C:12]2=[CH:18][c:17]3[c:16]([cH:22][cH:21][c:20](-[c:23]4[cH:24][cH:25][c:26]([CH3:29])[cH:27][cH:28]4)[cH:19]3)[CH2:15][CH2:14][CH2:13]2)[cH:7][cH:8]1.[S:36]([Cl:37])([Cl:38])=[O:39].[cH:30]1[cH:31][cH:32][n:33][cH:34][cH:35]1>>[CH2:2]([c:3]1[cH:4][cH:5][c:6]([NH:9][C:10](=[O:11])[C:12]2=[CH:18][c:17]3[c:16]([cH:22][cH:21][c:20](-[c:23]4[cH:24][cH:25][c:26]([CH3:29])[cH:27][cH:28]4)[cH:19]3)[CH2:15][CH2:14][CH2:13]2)[cH:7][cH:8]1)[Cl:38]. Starting materials: C(C)(=O)OCC=CC=1OC2=C(C1CCOC1OCCCC1)C=CC=C2OCC(=O)OC (Methyl (2-(3-acetoxy-1-propenyl)-3-(2-tetrahydropyranyloxyethyl)benzofuran-7-yloxy)acetate), CCCCCC.C(C)(=O)OCC (hexane ethyl acetate). The reagents and catalysts are [Pd] (Pd/C). The solvent is CO (methanol). Reaction conditions: time 1.5 hour. Product: C(C)(=O)OCCCC=1OC2=C(C1CCO)C=CC=C2OCC(=O)OC (Methyl (2-(3-acetoxypropyl)-3-(2-hydroxyethyl)benzofuran-7-yloxy)acetate). Isolated yield 49.6%. RXN SMILES: [C:1]([O:4][CH2:5][CH:6]=[CH:7][C:8]1[O:9][C:10]2[C:25]([O:26][CH2:27][C:28]([O:30][CH3:31])=[O:29])=[CH:24][CH:23]=[CH:22][C:11]=2[C:12]=1[CH2:13][CH2:14][O:15]C1CCCCO1)(=[O:3])[CH3:2].CCCCCC.C(OCC)(=O)C>CO.[Pd]>[C:1]([O:4][CH2:5][CH2:6][CH2:7][C:8]1[O:9][C:10]2[C:25]([O:26][CH2:27][C:28]([O:30][CH3:31])=[O:29])=[CH:24][CH:23]=[CH:22][C:11]=2[C:12]=1[CH2:13][CH2:14][OH:15])(=[O:3])[CH3:2] |f:1.2|. Procedure: Methyl (2-(3-acetoxy-1-propenyl)-3-(2-tetrahydropyranyloxyethyl)benzofuran-7-yloxy)acetate (199 mg) was dissolved in methanol (4 ml) and 5% Pd/C (28 mg) was added to the solution, followed by stirring the solution at room temperature for 1.5 hours under hydrogen atmosphere. After filtering the reaction solution through Celite, the filtrate was evaporated under reduced pressure. The residue was purified by column chromatography (solvent: hexane/ethyl acetate=1/1)using silica gel to obtain the des... Reactants: BrCc1ccccc1, CCCCCCCCCCCCCCOc1ccc(C(=O)N(Cc2ccccn2)C(C)=O)cc1, CC#N. Product: [Br-], CCCCCCCCCCCCCCOc1ccc(C(=O)N(Cc2cccc[n+]2Cc2ccccc2)C(C)=O)cc1. RXN SMILES: [Br:35][CH2:36][c:37]1[cH:38][cH:39][cH:40][cH:41][cH:42]1.[C:1]([CH3:2])(=[O:3])[N:4]([C:5]([c:6]1[cH:7][cH:8][c:9]([O:12][CH2:13][CH2:14][CH2:15][CH2:16][CH2:17][CH2:18][CH2:19][CH2:20][CH2:21][CH2:22][CH2:23][CH2:24][CH2:25][CH3:26])[cH:10][cH:11]1)=[O:27])[CH2:28][c:29]1[n:30][cH:31][cH:32][cH:33][cH:34]1.[CH3:43][C:44]#[N:45]>>[Br-:35].[C:1]([CH3:2])(=[O:3])[N:4]([C:5]([c:6]1[cH:7][cH:8][c:9]([O:12][CH2:13][CH2:14][CH2:15][CH2:16][CH2:17][CH2:18][CH2:19][CH2:20][CH2:21][CH2:22][CH2:23][CH2:24][CH2:25][CH3:26])[cH:10][cH:11]1)=[O:27])[CH2:28][c:29]1[n+:30]([CH2:36][c:37]2[cH:38][cH:39][cH:40][cH:41][cH:42]2)[cH:31][cH:32][cH:33][cH:34]1. Starting materials: [BH3-]C#N, Nc1ccc(OCc2ccccc2)cc1, COc1cc2c(cc1OC)CC(=O)CC2, CO, Cl, [Na+]. Yields the product COc1cc2c(cc1OC)CC(Nc1ccc(OCc3ccccc3)cc1)CC2. As a reaction SMILES: [C:32]([BH3-:33])#[N:34].[CH2:17]([c:18]1[cH:19][cH:20][cH:21][cH:22][cH:23]1)[O:24][c:25]1[cH:26][cH:27][c:28]([NH2:29])[cH:30][cH:31]1.[CH3:1][O:2][c:3]1[cH:4][c:5]2[c:10]([cH:11][c:12]1[O:13][CH3:14])[CH2:9][C:8](=[O:15])[CH2:7][CH2:6]2.[CH3:36][OH:37].[ClH:16].[Na+:35]>>[CH3:1][O:2][c:3]1[cH:4][c:5]2[c:10]([cH:11][c:12]1[O:13][CH3:14])[CH2:9][CH:8]([NH:29][c:28]1[cH:27][cH:26][c:25]([O:24][CH2:17][c:18]3[cH:19][cH:20][cH:21][cH:22][cH:23]3)[cH:31][cH:30]1)[CH2:7][CH2:6]2. Reactants: CC(=O)N1CCOc2ccc(C3=NNC(=O)CC3C)cc21, CC1CC(=O)NN=C1c1ccc2c(c1)N(S(C)(=O)=O)CCO2, CC1CNc2cc(C3=NNC(=O)CC3)ccc2O1, CC1CNc2cc(C3=NNC(=O)CC3C)ccc2O1, O=C1CCC(c2ccc3c(c2)NC(=O)CO3)=NN1, CC1CC(=O)NN=C1c1ccc2c(c1)NC(=O)CO2. Product: CC1CC(=O)NN=C1c1ccc2c(c1)NCCO2. Reaction SMILES: [C:1](=[O:2])([CH3:3])[N:4]1[CH2:5][CH2:6][O:7][c:8]2[c:9]1[cH:10][c:11]([C:14]1=[N:19][NH:18][C:17](=[O:20])[CH2:16][CH:15]1[CH3:21])[cH:12][cH:13]2.[CH3:22][S:23]([N:24]1[c:25]2[cH:26][c:27]([C:28]3=[N:35][NH:34][C:32](=[O:33])[CH2:31][CH:29]3[CH3:30])[cH:36][cH:37][c:38]2[O:39][CH2:40][CH2:41]1)(=[O:42])=[O:43].[CH3:44][CH:45]1[CH2:46][NH:47][c:48]2[cH:49][c:50]([C:51]3=[N:57][NH:56][C:54](=[O:55])[CH2:53][CH2:52]3)[cH:58][cH:59][c:60]2[O:61]1.[CH3:62][CH:63]1[CH2:64][NH:65][c:66]2[cH:67][c:68]([C:69]3=[N:76][NH:75][C:73](=[O:74])[CH2:72][CH:70]3[CH3:71])[cH:77][cH:78][c:79]2[O:80]1.[O:81]=[C:82]1[NH:83][c:84]2[cH:85][c:86]([C:87]3=[N:93][NH:92][C:90](=[O:91])[CH2:89][CH2:88]3)[cH:94][cH:95][c:96]2[O:97][CH2:98]1.[O:99]=[C:100]1[NH:101][c:102]2[cH:103][c:104]([C:105]3=[N:112][NH:111][C:109](=[O:110])[CH2:108][CH:106]3[CH3:107])[cH:113][cH:114][c:115]2[O:116][CH2:117]1>>[NH:4]1[CH2:5][CH2:6][O:7][c:8]2[c:9]1[cH:10][c:11]([C:14]1=[N:19][NH:18][C:17](=[O:20])[CH2:16][CH:15]1[CH3:21])[cH:12][cH:13]2. Reactants: ClC=1C=C(C=CC1O)C(COCC1=CC(=CC=C1)OC1=CC=CC=C1)(C)C (3-phenoxybenzyl 2-(3-chloro-4-hydroxyphenyl)-2-methylpropyl ether), [OH-].[Na+] (sodium hydroxide). Reagents/catalysts: [Pd] (Pd-C). Solvent: CO (methanol). Run at temperature 100 celsius, time 6 hour. Product: OC1=CC=C(C=C1)C(COCC1=CC(=CC=C1)OC1=CC=CC=C1)(C)C (3-phenoxybenzyl 2-(4-hydroxyphenyl)-2-methylpropyl ether). Yield: 100.0%. As a reaction SMILES: Cl[C:2]1[CH:3]=[C:4]([C:9]([CH3:27])([CH3:26])[CH2:10][O:11][CH2:12][C:13]2[CH:18]=[CH:17][CH:16]=[C:15]([O:19][C:20]3[CH:25]=[CH:24][CH:23]=[CH:22][CH:21]=3)[CH:14]=2)[CH:5]=[CH:6][C:7]=1[OH:8].[OH-].[Na+]>[Pd].CO>[OH:8][C:7]1[CH:2]=[CH:3][C:4]([C:9]([CH3:27])([CH3:26])[CH2:10][O:11][CH2:12][C:13]2[CH:18]=[CH:17][CH:16]=[C:15]([O:19][C:20]3[CH:21]=[CH:22][CH:23]=[CH:24][CH:25]=3)[CH:14]=2)=[CH:5][CH:6]=1 |f:1.2|. Reported procedure: 20.0 g of 3-phenoxybenzyl 2-(3-chloro-4-hydroxyphenyl)-2-methylpropyl ether prepared in the above step (1), 2.67 g of 95% sodium hydroxide and 1.0 g of 5% Pd-C (50% hydrous) were added to 100 ml of 80% methanol and the mixture was stirred at 100° C. under a hydrogen pressure of 20 to 30 kg/cm2G for 6 h. After cooling, the catalyst was removed by filtration and the catalyst was washed thoroughly with benzene. The solvent wa distilled off under reduced pressure. A dilute aqueous hydrochloric acid ... Starting materials: CCOC(=O)c1cc(OC)ccc1Nc1ccc(OCc2ccccc2)cc1, CC(=O)O, CCO. The product is CCOC(=O)c1cc(OC)ccc1Nc1ccc(O)cc1. Reaction SMILES: [CH2:1]([c:2]1[cH:3][cH:4][cH:5][cH:6][cH:7]1)[O:8][c:9]1[cH:10][cH:11][c:12]([NH:15][c:16]2[c:17]([C:18](=[O:19])[O:20][CH2:21][CH3:22])[cH:23][c:24]([O:27][CH3:28])[cH:25][cH:26]2)[cH:13][cH:14]1.[CH3:29][C:30](=[O:31])[OH:32].[CH3:33][CH2:34][OH:35]>>[OH:8][c:9]1[cH:10][cH:11][c:12]([NH:15][c:16]2[c:17]([C:18](=[O:19])[O:20][CH2:21][CH3:22])[cH:23][c:24]([O:27][CH3:28])[cH:25][cH:26]2)[cH:13][cH:14]1.